From a dataset of the Open Reaction Database (ORD), a public repository of structured organic reaction records. describe an organic reaction: reactants, conditions, products, and yield The reactants are Cc1nnc(C2CCN(C(=O)OCc3ccccc3)CC2)o1, CCOC(C)=O. The product is Cc1nnc(C2CCNCC2)o1. RXN SMILES: [CH2:1]([O:2][C:3](=[O:4])[N:11]1[CH2:12][CH2:13][CH:14]([c:17]2[o:18][c:19]([CH3:22])[n:20][n:21]2)[CH2:15][CH2:16]1)[c:5]1[cH:6][cH:7][cH:8][cH:9][cH:10]1.[CH3:23][CH2:24][O:25][C:26]([CH3:27])=[O:28]>>[NH:11]1[CH2:12][CH2:13][CH:14]([c:17]2[o:18][c:19]([CH3:22])[n:20][n:21]2)[CH2:15][CH2:16]1.